This data is from the Open Reaction Database (ORD), a public repository of structured organic reaction records. The task is: describe an organic reaction: reactants, conditions, products, and yield The reactants are CC#CCOc1ccc(S)cc1, CCOC(C)=O, CCOC(=O)C1(CI)CCN(C(=O)OC(C)(C)C)CC1, [K+], [K+], O=C([O-])[O-], CN(C)C=O. Yields the product CC#CCOc1ccc(SCC2(C(=O)OCC)CCN(C(=O)OC(C)(C)C)CC2)cc1. Reaction SMILES: [CH2:21]([C:22]#[C:23][CH3:24])[O:25][c:26]1[cH:27][cH:28][c:29]([SH:32])[cH:30][cH:31]1.[CH3:44][CH2:45][O:46][C:47]([CH3:48])=[O:49].[I:1][CH2:2][C:3]1([C:16](=[O:17])[O:18][CH2:19][CH3:20])[CH2:4][CH2:5][N:6]([C:9](=[O:10])[O:11][C:12]([CH3:13])([CH3:14])[CH3:15])[CH2:7][CH2:8]1.[K+:33].[K+:34].[O-:35][C:36]([O-:37])=[O:38].[O:39]=[CH:40][N:41]([CH3:42])[CH3:43]>>[CH2:2]([C:3]1([C:16](=[O:17])[O:18][CH2:19][CH3:20])[CH2:4][CH2:5][N:6]([C:9](=[O:10])[O:11][C:12]([CH3:13])([CH3:14])[CH3:15])[CH2:7][CH2:8]1)[S:32][c:29]1[cH:28][cH:27][c:26]([O:25][CH2:21][C:22]#[C:23][CH3:24])[cH:31][cH:30]1. The reactants are COCN(S(=O)(=O)C=1SC=CC1)C=1C=CC=C2C=C(N(C12)COC)C1=NN(C=N1)C (N-(Methoxymethyl)-N-[1-(methoxymethyl)-2-(1-methyl-1H-1,2,4-triazol-3-yl)-1H-indol-7-yl]thiophene-2-sulfonamide), Cl (hydrochloric acid), C([O-])(O)=O.[Na+] (sodium bicarbonate). Run in CO (methanol). Yields the product CN1N=C(N=C1)C=1NC2=C(C=CC=C2C1)NS(=O)(=O)C=1SC=CC1 (N-[2-(1-Methyl-1H-1,2,4-triazol-3-yl)-1H-indol-7-yl]thiophene-2-sulfonamide). The yield is 20.8%. As a reaction SMILES: COC[N:4]([C:13]1[CH:14]=[CH:15][CH:16]=[C:17]2[C:21]=1[N:20](COC)[C:19]([C:25]1[N:29]=[CH:28][N:27]([CH3:30])[N:26]=1)=[CH:18]2)[S:5]([C:8]1[S:9][CH:10]=[CH:11][CH:12]=1)(=[O:7])=[O:6].Cl.C(=O)(O)[O-].[Na+]>CO>[CH3:30][N:27]1[CH:28]=[N:29][C:25]([C:19]2[NH:20][C:21]3[C:17]([CH:18]=2)=[CH:16][CH:15]=[CH:14][C:13]=3[NH:4][S:5]([C:8]2[S:9][CH:10]=[CH:11][CH:12]=2)(=[O:6])=[O:7])=[N:26]1 |f:2.3|. Procedure details: N-(Methoxymethyl)-N-[1-(methoxymethyl)-2-(1-methyl-1H-1,2,4-triazol-3-yl)-1H-indol-7-yl]thiophene-2-sulfonamide (0.42 g), concentrated hydrochloric acid (1 mL) and methanol (6 mL) were heated under reflux for 6 hr. The reaction mixture was neutralized with aqueous sodium bicarbonate, and the resulting crystals were filtrated, washed with water, and dried to give the title compound (0.07 g, yield 20%) as colorless crystals. The crystals were recrystallized from ethyl acetate. melting point>161° C... Starting materials: [BH4-], C1CCOC1, Cl, O=C(O)c1ccc([N+](=O)[O-])c(F)c1, [Na+]. The product is O=[N+]([O-])c1ccc(CO)cc1F. Reaction SMILES: [BH4-:1].[CH2:17]1[O:18][CH2:19][CH2:20][CH2:21]1.[ClH:16].[F:3][c:4]1[cH:5][c:6]([C:7](=[O:8])[OH:9])[cH:10][cH:11][c:12]1[N+:13](=[O:14])[O-:15].[Na+:2]>>[F:3][c:4]1[cH:5][c:6]([CH2:7][OH:8])[cH:10][cH:11][c:12]1[N+:13](=[O:14])[O-:15]. Starting materials: FC1=CC=C(C=C1)CC1=CN=C2C(=C(C(NC2=C1)=O)C(=O)OCC)O (ethyl 7-[(4-fluorophenyl)methyl]-4-hydroxy-2-oxo-1,2-dihydro-1,5-naphthyridine-3-carboxylate), C(C1=CC=CC=C1)(=O)NN (benzohydrazide). The product is FC1=CC=C(C=C1)CC1=CN=C2C(=C(C(NC2=C1)=O)C(=O)NNC(=O)C1=CC=CC=C1)O (7-[(4-fluorophenyl)methyl]-4-hydroxy-2-oxo-N′-(phenylcarbonyl)-1,2-dihydro-1,5-naphthyridine-3-carbohydrazide). As a reaction SMILES: [F:1][C:2]1[CH:7]=[CH:6][C:5]([CH2:8][C:9]2[CH:18]=[C:17]3[C:12]([C:13]([OH:25])=[C:14]([C:20](OCC)=[O:21])[C:15](=[O:19])[NH:16]3)=[N:11][CH:10]=2)=[CH:4][CH:3]=1.[C:26]([NH:34][NH2:35])(=[O:33])[C:27]1[CH:32]=[CH:31][CH:30]=[CH:29][CH:28]=1>>[F:1][C:2]1[CH:7]=[CH:6][C:5]([CH2:8][C:9]2[CH:18]=[C:17]3[C:12]([C:13]([OH:25])=[C:14]([C:20]([NH:35][NH:34][C:26]([C:27]4[CH:32]=[CH:31][CH:30]=[CH:29][CH:28]=4)=[O:33])=[O:21])[C:15](=[O:19])[NH:16]3)=[N:11][CH:10]=2)=[CH:4][CH:3]=1. Procedure details: This compound was prepared from ethyl 7-[(4-fluorophenyl)methyl]-4-hydroxy-2-oxo-1,2-dihydro-1,5-naphthyridine-3-carboxylate and benzohydrazide employing methods similar to those described in Example 9 and was obtained as a light yellow solid: 1H NMR (d6-DMSO) δ 12.08 (1H, br s), 11.83 (1H, br s), 11.05 (1H, br s), 8.55 (1H, br s), 7.91-7.89 (2H, m), 7.60-7.49 (4H, m), 7.34-7.30 (2H, m), 7.16-7.13 (2H, m), 4.14 (2H, m); HRMS calcd for C23H17FN4O4+H+: 433.1312. Found 433.1311. The reactants are crude product, COC(OCCOC1=C(C(=CC(=C1)OC)C(C1=NN(C(N1)=O)C1=NC=CC=N1)NC1=CC=C(C=C1)C#N)F)=O (carbonic acid 2-{3-[(4-cyanophenylamino)-(5-oxo-1-pyrimidin-2-yl-4,5-dihydro-1H-[1,2,4]-triazol-3-yl)methyl]-2-fluoro-5-methoxyphenoxy}ethyl ester methyl ester), [OH-].[Na+] (sodium hydroxide). The solvent is O (water), O (water), O1CCCC1 (tetrahydrofuran), CO (Methanol), C(C)(=O)O (Acetic acid), O (water), O1CCCC1 (tetrahydrofuran), CO (methanol). Run at time 30 minute. Yields the product FC1=C(C=C(C=C1OCCO)OC)C(C1=NN(C(N1)=O)C1=NC=CC=N1)NC1=CC=C(C#N)C=C1 (4-{[[2-fluoro-3-(2-hydroxyethoxy)-5-methoxyphenyl](5-oxo-1-pyrimidin-2-yl-4,5-dihydro-1H-[1,2,4]-triazol-3-yl)methyl]amino}benzonitrile). Isolated yield 87.5%. RXN SMILES: COC(=O)[O:4][CH2:5][CH2:6][O:7][C:8]1[CH:13]=[C:12]([O:14][CH3:15])[CH:11]=[C:10]([CH:16]([NH:29][C:30]2[CH:35]=[CH:34][C:33]([C:36]#[N:37])=[CH:32][CH:31]=2)[C:17]2[NH:21][C:20](=[O:22])[N:19]([C:23]3[N:28]=[CH:27][CH:26]=[CH:25][N:24]=3)[N:18]=2)[C:9]=1[F:38].[OH-].[Na+]>O.C(O)(=O)C.O1CCCC1.CO>[F:38][C:9]1[C:8]([O:7][CH2:6][CH2:5][OH:4])=[CH:13][C:12]([O:14][CH3:15])=[CH:11][C:10]=1[CH:16]([NH:29][C:30]1[CH:31]=[CH:32][C:33]([C:36]#[N:37])=[CH:34][CH:35]=1)[C:17]1[NH:21][C:20](=[O:22])[N:19]([C:23]2[N:24]=[CH:25][CH:26]=[CH:27][N:28]=2)[N:18]=1 |f:1.2|. Procedure details: To a mixture of the crude product of carbonic acid 2-{3-[(4-cyanophenylamino)-(5-oxo-1-pyrimidin-2-yl-4,5-dihydro-1H-[1,2,4]-triazol-3-yl)methyl]-2-fluoro-5-methoxyphenoxy}ethyl ester methyl ester (2.02 g), methanol (6 mL), tetrahydrofuran (6 mL), and water (2.3 mL), 5 N aqueous sodium hydroxide solution (3.71 mL, 18.6 mmol) was added. Methanol (2 mL), tetrahydrofuran (2 mL), and water (2 mL) were added to the reaction solution, and the resulting mixture was stirred at room temperature for 23 ho... The reactants are OC(=CC(C(=O)OCC)=O)C1=CC(=C(C(=C1)OC)OC)OC (Ethyl 4-hydroxy-2-oxo-4-(3,4,5-trimethoxyphenyl)-3-butenoate), CNN (methylhydrazine). The solvent is C(C)O (ethanol). Run at temperature 80 celsius, time 2 hour. Yields the product CN1N=C(C=C1C1=CC(=C(C(=C1)OC)OC)OC)C(=O)OCC (Ethyl 1-Methyl-5-(3,4,5-trimethoxyphenyl)-pyrazole-3-carboxylate). Reaction SMILES: O[C:2]([C:11]1[CH:16]=[C:15]([O:17][CH3:18])[C:14]([O:19][CH3:20])=[C:13]([O:21][CH3:22])[CH:12]=1)=[CH:3][C:4](=O)[C:5]([O:7][CH2:8][CH3:9])=[O:6].[CH3:23][NH:24][NH2:25]>C(O)C>[CH3:23][N:24]1[C:2]([C:11]2[CH:16]=[C:15]([O:17][CH3:18])[C:14]([O:19][CH3:20])=[C:13]([O:21][CH3:22])[CH:12]=2)=[CH:3][C:4]([C:5]([O:7][CH2:8][CH3:9])=[O:6])=[N:25]1. Reported procedure: Ethyl 4-hydroxy-2-oxo-4-(3,4,5-trimethoxyphenyl)-3-butenoate (3.0 g) was dissolved in ethanol (30 mL), and to the solution methylhydrazine (468 mg) was added, and the mixture was stirred at 80° C. for 2 hours. The reaction mixture was concentrated under reduced pressure, and the residue was diluted with ethyl acetate, washed with a saturated aqueous solution of sodium hydrogencarbonate and saturated brine, dried over anhydrous sodium sulfate, and concentrated under reduced pressure. The residue ... Starting materials: C1(=CC=CC=C1)N1CCNCC1 (N-phenyl-piperazine), C1(=CC=CC=C1)S(=O)(=O)C=1C(=NN2C1N=C(C=C2Cl)C)SC (3-benzenesulphonyl-7-chloro-5-methyl-2-methylsulphanyl-pyrazolo[1,5-a]pyrimidine). Solvent: CN(C)C=O (DMF). Run at time 2 hour. The product is C1(=CC=CC=C1)S(=O)(=O)C=1C(=NN2C1N=C(C=C2N2CCN(CC2)C2=CC=CC=C2)C)SC (3-benzenesulphonyl-5-methyl-2-methylsulphanyl-7-(4-phenyl-piperazin-1-yl)-pyrazolo[1,5-a]pyrimidine). Yield: 66.7%. As a reaction SMILES: [C:1]1([N:7]2[CH2:12][CH2:11][NH:10][CH2:9][CH2:8]2)[CH:6]=[CH:5][CH:4]=[CH:3][CH:2]=1.[C:13]1([S:19]([C:22]2[C:23]([S:33][CH3:34])=[N:24][N:25]3[C:30](Cl)=[CH:29][C:28]([CH3:32])=[N:27][C:26]=23)(=[O:21])=[O:20])[CH:18]=[CH:17][CH:16]=[CH:15][CH:14]=1>CN(C=O)C>[C:13]1([S:19]([C:22]2[C:23]([S:33][CH3:34])=[N:24][N:25]3[C:30]([N:10]4[CH2:11][CH2:12][N:7]([C:1]5[CH:6]=[CH:5][CH:4]=[CH:3][CH:2]=5)[CH2:8][CH2:9]4)=[CH:29][C:28]([CH3:32])=[N:27][C:26]=23)(=[O:21])=[O:20])[CH:14]=[CH:15][CH:16]=[CH:17][CH:18]=1. Procedure: 0.16 g (1 mmol) of N-phenyl-piperazine was added to a solution of 0.17 g (0.5 mmol) of 3-benzenesulphonyl-7-chloro-5-methyl-2-methylsulphanyl-pyrazolo[1,5-a]pyrimidine in 3 ml of DMF and stirred at 60° for 2 hrs. The reaction solution was cooled to RT and evaporated in a high vacuum. The residue was partitioned between 2N NaOH and CH2Cl2. The aqueous phase was extracted three times with CH2Cl2, and the combined organic phases were dried (MgSO4), filtered and evaporated. Subsequent chromatography... The reactants are C#CC(C)(C)c1cccc(C(=O)O)c1, CN(C)C=O, O=C(Cl)C(=O)Cl, CC(=O)Nc1nc2ccc(Oc3cccc(N)c3)cc2s1, C1CCOC1. Yields the product C#CC(C)(C)c1cccc(C(=O)Nc2cccc(Oc3ccc4nc(NC(C)=O)sc4c3)c2)c1. Reaction SMILES: [CH3:22][C:23]([C:24]#[CH:25])([CH3:26])[c:27]1[cH:28][c:29]([C:30](=[O:31])[OH:32])[cH:33][cH:34][cH:35]1.[CH3:47][N:48]([CH3:49])[CH:50]=[O:51].[Cl:41][C:42]([C:43]([Cl:44])=[O:45])=[O:46].[NH2:1][c:2]1[cH:3][c:4]([O:5][c:6]2[cH:7][c:8]3[c:9]([n:10][c:11]([NH:13][C:14]([CH3:15])=[O:16])[s:12]3)[cH:17][cH:18]2)[cH:19][cH:20][cH:21]1.[O:36]1[CH2:37][CH2:38][CH2:39][CH2:40]1>>[NH:1]([c:2]1[cH:3][c:4]([O:5][c:6]2[cH:7][c:8]3[c:9]([n:10][c:11]([NH:13][C:14]([CH3:15])=[O:16])[s:12]3)[cH:17][cH:18]2)[cH:19][cH:20][cH:21]1)[C:30]([c:29]1[cH:28][c:27]([C:23]([CH3:22])([C:24]#[CH:25])[CH3:26])[cH:35][cH:34][cH:33]1)=[O:31].